This data is from the Open Reaction Database (ORD), a public repository of structured organic reaction records. The task is: describe an organic reaction: reactants, conditions, products, and yield The reactants are [N+](=O)([O-])C=1C=C(C=CC1)NC1=NC(=NC=C1F)NC=1C=CC2=C(NC(CO2)=O)C1 (N4-(3-Nitrophenyl)-N2-[(2H)1,4-benzoxazin-3-(4H)-one-6-yl]-5-fluoro-2,4-pyrimidinediamine), Cl (HCl). Reagents/catalysts: [Pd] (Pd/C). The solvent is CCO (EtOH). Yields the product NC=1C=C(C=CC1)NC1=NC(=NC=C1F)NC=1C=CC2=C(N=CCO2)C1 (N4-(3-aminophenyl)-N2-(1,4-benzoxazin-6-yl)-5-fluoro-2,4-pyrimidinediamine). Isolated yield 21.2%. Reaction SMILES: [N+:1]([C:4]1[CH:5]=[C:6]([NH:10][C:11]2[C:16]([F:17])=[CH:15][N:14]=[C:13]([NH:18][C:19]3[CH:20]=[CH:21][C:22]4[O:27][CH2:26][C:25](=O)[NH:24][C:23]=4[CH:29]=3)[N:12]=2)[CH:7]=[CH:8][CH:9]=1)([O-])=O.Cl>CCO.[Pd]>[NH2:1][C:4]1[CH:5]=[C:6]([NH:10][C:11]2[C:16]([F:17])=[CH:15][N:14]=[C:13]([NH:18][C:19]3[CH:20]=[CH:21][C:22]4[O:27][CH2:26][CH:25]=[N:24][C:23]=4[CH:29]=3)[N:12]=2)[CH:7]=[CH:8][CH:9]=1. Reported procedure: N4-(3-Nitrophenyl)-N2-[(2H)1,4-benzoxazin-3-(4H)-one-6-yl]-5-fluoro-2,4-pyrimidinediamine (940 mg, 2.5 mmol) and Pd/C 10% (300 mg, 50% water content) were suspended in EtOH (7 mL) and 10% aqueous HCl (5 mL) and hydrogenated in a Parr apparatus for 3 hours (22° C., 60 psi). The suspension was filtered over celite and neutralized by addition of K2CO3. The solvents were removed and the resulting black slurry was suspended in MeOH. Silica gel (4 g) was added and the volatiles were removed under redu... Reactants: CS(=O)c1nc(N)nc(-c2ccco2)c1Cl, C1COCCO1, NCCCc1ccccc1. Yields the product Nc1nc(NCCCc2ccccc2)c(Cl)c(-c2ccco2)n1. RXN SMILES: [Cl:1][c:2]1[c:3](-[c:12]2[o:13][cH:14][cH:15][cH:16]2)[n:4][c:5]([NH2:11])[n:6][c:7]1[S:8]([CH3:9])=[O:10].[O:27]1[CH2:28][CH2:29][O:30][CH2:31][CH2:32]1.[c:17]1([CH2:23][CH2:24][CH2:25][NH2:26])[cH:18][cH:19][cH:20][cH:21][cH:22]1>>[Cl:1][c:2]1[c:3](-[c:12]2[o:13][cH:14][cH:15][cH:16]2)[n:4][c:5]([NH2:11])[n:6][c:7]1[NH:26][CH2:25][CH2:24][CH2:23][c:17]1[cH:18][cH:19][cH:20][cH:21][cH:22]1. Reactants: CC(C)CC(NC(=O)C(CC(=O)OCc1ccccc1)c1ccn(-c2ccc(-c3ccc(C#N)cc3)cc2)c1)c1ncc[nH]1, C1CCOC1, CCO. Product: CC(C)CC(NC(=O)C(CC(=O)O)c1ccn(-c2ccc(-c3ccc(C#N)cc3)cc2)c1)c1ncc[nH]1. Reaction SMILES: [CH2:1]([c:2]1[cH:3][cH:4][cH:5][cH:6][cH:7]1)[O:8][C:9]([CH2:10][CH:11]([C:12](=[O:13])[NH:14][CH:15]([CH2:16][CH:17]([CH3:18])[CH3:19])[c:20]1[nH:21][cH:22][cH:23][n:24]1)[c:25]1[cH:26][n:27](-[c:30]2[cH:31][cH:32][c:33](-[c:36]3[cH:37][cH:38][c:39]([C:42]#[N:43])[cH:40][cH:41]3)[cH:34][cH:35]2)[cH:28][cH:29]1)=[O:44].[CH2:48]1[O:49][CH2:50][CH2:51][CH2:52]1.[CH3:45][CH2:46][OH:47]>>[O:8]=[C:9]([CH2:10][CH:11]([C:12](=[O:13])[NH:14][CH:15]([CH2:16][CH:17]([CH3:18])[CH3:19])[c:20]1[n:21][cH:22][cH:23][nH:24]1)[c:25]1[cH:26][n:27](-[c:30]2[cH:31][cH:32][c:33](-[c:36]3[cH:37][cH:38][c:39]([C:42]#[N:43])[cH:40][cH:41]3)[cH:34][cH:35]2)[cH:28][cH:29]1)[OH:44]. Starting materials: C(C)(C)(C)C1=CC(=C(C=N1)C=1N([C@]([C@](N1)(C)C1=CC=C(C=C1)Cl)(C)C1=CC=C(C=C1)Cl)C(=O)N1CCC(CC1)CC(=O)O)OCC ({1-[(4S,5R)-2-(6-tert-butyl-4-ethoxy-pyridin-3-yl)-4,5-bis-(4-chloro-phenyl)-4,5-dimethyl-4,5-dihydro-imidazole-1-carbonyl]-piperidin-4-yl}-acetic acid), C1(=CC(=CC=C1)CCN)C (N-(2-m-tolyl-ethyl)-amine). The product is C(C)(C)(C)C1=CC(=C(C=N1)C=1N([C@]([C@](N1)(C)C1=CC=C(C=C1)Cl)(C)C1=CC=C(C=C1)Cl)C(=O)N1CCC(CC1)CC(=O)NCCC=1C=C(C=CC1)C)OCC (2-{1-[(4S,5R)-2-(6-tert-Butyl-4-ethoxy-pyridin-3-yl)-4,5-bis-(4-chloro-phenyl)-4,5-dimethyl-4,5-dihydro-imidazole-1-carbonyl]-piperidin-4-yl}-N-(2-m-tolyl-ethyl)-acetamide). RXN SMILES: [C:1]([C:5]1[N:10]=[CH:9][C:8]([C:11]2[N:12]([C:32]([N:34]3[CH2:39][CH2:38][CH:37]([CH2:40][C:41](O)=[O:42])[CH2:36][CH2:35]3)=[O:33])[C@@:13]([C:25]3[CH:30]=[CH:29][C:28]([Cl:31])=[CH:27][CH:26]=3)([CH3:24])[C@@:14]([C:17]3[CH:22]=[CH:21][C:20]([Cl:23])=[CH:19][CH:18]=3)([CH3:16])[N:15]=2)=[C:7]([O:44][CH2:45][CH3:46])[CH:6]=1)([CH3:4])([CH3:3])[CH3:2].[C:47]1([CH3:56])[CH:52]=[CH:51][CH:50]=[C:49]([CH2:53][CH2:54][NH2:55])[CH:48]=1>>[C:1]([C:5]1[N:10]=[CH:9][C:8]([C:11]2[N:12]([C:32]([N:34]3[CH2:39][CH2:38][CH:37]([CH2:40][C:41]([NH:55][CH2:54][CH2:53][C:49]4[CH:48]=[C:47]([CH3:56])[CH:52]=[CH:51][CH:50]=4)=[O:42])[CH2:36][CH2:35]3)=[O:33])[C@@:13]([C:25]3[CH:30]=[CH:29][C:28]([Cl:31])=[CH:27][CH:26]=3)([CH3:24])[C@@:14]([C:17]3[CH:18]=[CH:19][C:20]([Cl:23])=[CH:21][CH:22]=3)([CH3:16])[N:15]=2)=[C:7]([O:44][CH2:45][CH3:46])[CH:6]=1)([CH3:2])([CH3:3])[CH3:4]. Procedure details: In a manner analogous to the method described in example 163, {1-[(4S,5R)-2-(6-tert-butyl-4-ethoxy-pyridin-3-yl)-4,5-bis-(4-chloro-phenyl)-4,5-dimethyl-4,5-dihydro-imidazole-1-carbonyl]-piperidin-4-yl}-acetic acid was reacted with N-(2-m-tolyl-ethyl)-amine (Oakwood) to give the title compound. LC-MS (ES+) 782 [(M+H)+]. Reactants: compound 5, CC1=C(C(=O)O)C=C(C(=C1)C)C1=C(N=C(N1)C1COC1)C (2,4-dimethyl-5-(4-methyl-2-(oxetan-3-yl)-1H-imidazol-5-yl)benzoic acid), CC1=C(C(=O)O)C=C(C(=C1)C)C1=C(N=C(N1)C1COC1)C (2,4-dimethyl-5-(4-methyl-2-(oxetan-3-yl)-1H-imidazol-5-yl)benzoic acid), CC=1NC(=C(N1)C)C=1C=C(C(=O)O)C=CC1C (3-(2,4-dimethyl-1H-imidazol-5-yl)-4-methylbenzoic acid), Cl.N1CC(C1)C1=CC=C(C#N)C=C1 (4-(azetidin-3-yl)benzonitrile hydrochloride), Cl.FC1(CNC1)C1=CC=C(C#N)C=C1 (4-(3-Fluoroazetidin-3-yl)benzonitrile hydrochloride), Cl.FC1(CNC1)C1=CC=C(C#N)C=C1 (4-(3-Fluoroazetidin-3-yl)benzonitrile hydrochloride). Product: CC1=C(C(=O)N2CC(C2)(F)C2=CC=C(C#N)C=C2)C=C(C(=C1)C)C1=C(N=C(N1)C1COC1)C (4-(1-(2,4-Dimethyl-5-(4-methyl-2-(oxetan-3-yl)-1H-imidazol-5-yl)benzoyl)-3-fluoroazetidin-3-yl)benzonitrile). As a reaction SMILES: [CH3:1][C:2]1[CH:10]=[C:9]([CH3:11])[C:8]([C:12]2[NH:16][C:15]([CH:17]3[CH2:20][O:19][CH2:18]3)=[N:14][C:13]=2[CH3:21])=[CH:7][C:3]=1[C:4]([OH:6])=O.CC1NC(C2C=C(C=CC=2C)C(O)=O)=C(C)N=1.Cl.[F:40][C:41]1([C:45]2[CH:52]=[CH:51][C:48]([C:49]#[N:50])=[CH:47][CH:46]=2)[CH2:44][NH:43][CH2:42]1.Cl.N1CC(C2C=CC(C#N)=CC=2)C1>>[CH3:1][C:2]1[CH:10]=[C:9]([CH3:11])[C:8]([C:12]2[NH:16][C:15]([CH:17]3[CH2:20][O:19][CH2:18]3)=[N:14][C:13]=2[CH3:21])=[CH:7][C:3]=1[C:4]([N:43]1[CH2:42][C:41]([C:45]2[CH:46]=[CH:47][C:48]([C:49]#[N:50])=[CH:51][CH:52]=2)([F:40])[CH2:44]1)=[O:6] |f:2.3,4.5|. Procedure details: The title compound was prepared using standard chemical manipulations and procedures similar to those used for the preparation of compound 5, except 2,4-dimethyl-5-(4-methyl-2-(oxetan-3-yl)-1H-imidazol-5-yl)benzoic acid (compound 180.4) was used in place of 3-(2,4-dimethyl-1H-imidazol-5-yl)-4-methylbenzoic acid (compound 5.7) and 4-(3-fluoroazetidin-3-yl)benzonitrile hydrochloride (compound 43.4) was used in place of 4-(azetidin-3-yl)benzonitrile hydrochloride (compound 5.2). m/z (ES+) 445 (M+H)... Starting materials: OC(C(CC)NC(C(CC(N1CCCC1)=O)CS(=O)(=O)CC1=CC=CC=C1)=O)C=1OC(=NN1)COC (N-{1-[Hydroxy-(5-methoxymethyl-[1,3,4]oxadiazol-2-yl)-methyl]-propyl}-4-oxo-2-benzylsulfonylmethyl-4-pyrrolidin-1-yl-butyramide), CC(=O)OI1(C=2C=CC=CC2C(=O)O1)(OC(=O)C)OC(=O)C (Dess-Martin periodinane), [O-]S(=O)(=S)[O-].[Na+].[Na+].C(=O)(O)[O-].[Na+] (Na2S2O3 NaHCO3). Conditions: time 1 hour. Yields the product COCC1=NN=C(O1)C(=O)C(CC)NC(C(CC(N1CCCC1)=O)CS(=O)(=O)CC1=CC=CC=C1)=O (N-[1-(5-Methoxymethyl-[1,3,4]oxadiazole-2-carbonyl)-propyl]-4-oxo-2-benzylsulfonylmethyl-4-pyrrolidin-1-yl-butyramide). RXN SMILES: [OH:1][CH:2]([C:29]1[O:30][C:31]([CH2:34][O:35][CH3:36])=[N:32][N:33]=1)[CH:3]([NH:6][C:7](=[O:28])[CH:8]([CH2:17][S:18]([CH2:21][C:22]1[CH:27]=[CH:26][CH:25]=[CH:24][CH:23]=1)(=[O:20])=[O:19])[CH2:9][C:10](=[O:16])[N:11]1[CH2:15][CH2:14][CH2:13][CH2:12]1)[CH2:4][CH3:5].CC(OI1(OC(C)=O)(OC(C)=O)OC(=O)C2C=CC=CC1=2)=O.[O-]S([O-])(=S)=O.[Na+].[Na+].C([O-])(O)=O.[Na+]>>[CH3:36][O:35][CH2:34][C:31]1[O:30][C:29]([C:2]([CH:3]([NH:6][C:7](=[O:28])[CH:8]([CH2:17][S:18]([CH2:21][C:22]2[CH:27]=[CH:26][CH:25]=[CH:24][CH:23]=2)(=[O:20])=[O:19])[CH2:9][C:10](=[O:16])[N:11]2[CH2:12][CH2:13][CH2:14][CH2:15]2)[CH2:4][CH3:5])=[O:1])=[N:33][N:32]=1 |f:2.3.4.5.6|. Procedure: This amide was treated with Dess-Martin periodinane (114 mg, 0.153 mmol) at room temperature. After stirring for 1 hour, 5 mls of saturated Na2S2O3—NaHCO3 were added. After a further 0.5 hours, the reaction mixture was extracted with ethyl acetate, washed with brine, dried with MgSO4 and concentrated. The residue was purified with silica gel column chromatography to yield 17 mg of N-[1-(5-Methoxymethyl-[1,3,4]oxadiazole-2-carbonyl)-propyl]-4-oxo-2-benzylsulfonylmethyl-4-pyrrolidin-1-yl-butyramid... Reactants: C1(O)=CC=C(O)C=C1 (Hydroquinone), COC=1C(C=CC(C1)=O)=O (2-methoxy-1,4-benzoquinone), COC=CC(=C)O[Si](C)(C)C (1-Methoxy-3-trimethylsilyloxy-1,3-butadiene). Solvent: C1(=CC=CC=C1)C (toluene). Conditions: temperature 60 celsius, time 5 minute. Product: COC=1C(C2C(C=C(CC2C(C1)=O)O[Si](C)(C)C)OC)=O (4a,5,8,8a-tetrahydro-2,8-dimethoxy-6-trimethylsilyloxynapthalene-1,4-dione). RXN SMILES: [CH3:1][O:2][C:3]1[C:4](=[O:10])[CH:5]=[CH:6][C:7](=[O:9])[CH:8]=1.C1(C=CC(O)=CC=1)O.[CH3:19][O:20][CH:21]=[CH:22][C:23]([O:25][Si:26]([CH3:29])([CH3:28])[CH3:27])=[CH2:24]>C1(C)C=CC=CC=1>[CH3:1][O:2][C:3]1[C:4](=[O:10])[CH:5]2[CH:6]([C:7](=[O:9])[CH:8]=1)[CH2:24][C:23]([O:25][Si:26]([CH3:27])([CH3:29])[CH3:28])=[CH:22][CH:21]2[O:20][CH3:19]. Procedure: In a 50 mL round bottom flask, 2-methoxy-1,4-benzoquinone (2.3 g, 16.7 mmol) was suspended in toluene (30 mL). Hydroquinone (95 mg) was added and the resulting suspension was stirred magnetically for 5 min. 1-Methoxy-3-trimethylsilyloxy-1,3-butadiene (Aldrich, used as received, 5.0 g, 4.5 mL, 29.1 mmol) was added in one portion and the reaction was heated under N2 at 60° C. using an oil bath for 18 h. The reaction was removed from the oil bath, allowed to cool to rt and the solvent was removed b...